Dataset: the Open Reaction Database (ORD), a public repository of structured organic reaction records. Task: describe an organic reaction: reactants, conditions, products, and yield Reactants: CCOC(=O)CCCc1cc2cccc([N+](=O)[O-])c2o1, CCO, O. The product is O=C(O)CCCc1cc2cccc([N+](=O)[O-])c2o1. Reaction SMILES: [CH2:1]([CH3:2])[O:3][C:4](=[O:5])[CH2:6][CH2:7][CH2:8][c:9]1[cH:10][c:11]2[c:12]([o:13]1)[c:14]([N+:18](=[O:19])[O-:20])[cH:15][cH:16][cH:17]2.[CH3:21][CH2:22][OH:23].[OH2:24]>>[O:3]=[C:4]([OH:5])[CH2:6][CH2:7][CH2:8][c:9]1[cH:10][c:11]2[c:12]([o:13]1)[c:14]([N+:18](=[O:19])[O-:20])[cH:15][cH:16][cH:17]2.